From a dataset of the Open Reaction Database (ORD), a public repository of structured organic reaction records. describe an organic reaction: reactants, conditions, products, and yield Reactants: CC#N, CCCCCC, O=C1CCC2CC12, [Li]CCCC, C1CCOC1. RXN SMILES: [CH3:1][C:2]#[N:3].[CH3:21][CH2:22][CH2:23][CH2:24][CH2:25][CH3:26].[CH:14]12[C:15](=[O:20])[CH2:16][CH2:17][CH:18]1[CH2:19]2.[Li:9][CH2:10][CH2:11][CH2:12][CH3:13].[O:4]1[CH2:5][CH2:6][CH2:7][CH2:8]1>>[CH:1]([C:2]#[N:3])([OH:4])[CH:15]1[CH:14]2[CH:18]([CH2:17][CH2:16]1)[CH2:19]2. Yields the product N#CC(O)C1CCC2CC21. Reactants: Br, COc1cc(CC(C)NC(=O)C(=COC(F)F)c2ccc(C)cc2)ccc1OCc1ccccc1, CC(=O)O. Yields the product COc1cc(CC(C)NC(=O)C(=COC(F)F)c2ccc(C)cc2)ccc1O. Reaction SMILES: [BrH:36].[CH2:1]([c:2]1[cH:3][cH:4][cH:5][cH:6][cH:7]1)[O:8][c:9]1[c:10]([O:34][CH3:35])[cH:11][c:12]([CH2:15][CH:16]([CH3:17])[NH:18][C:19]([C:20](=[CH:21][O:22][CH:23]([F:24])[F:25])[c:26]2[cH:27][cH:28][c:29]([CH3:32])[cH:30][cH:31]2)=[O:33])[cH:13][cH:14]1.[CH3:37][C:38](=[O:39])[OH:40]>>[OH:8][c:9]1[c:10]([O:34][CH3:35])[cH:11][c:12]([CH2:15][CH:16]([CH3:17])[NH:18][C:19]([C:20](=[CH:21][O:22][CH:23]([F:24])[F:25])[c:26]2[cH:27][cH:28][c:29]([CH3:32])[cH:30][cH:31]2)=[O:33])[cH:13][cH:14]1. Starting materials: CNC (dimethylamine), BrC1C2CCC2CC1O (2-bromo-bicyclo[3.2.0]heptan-3-ol), C1CCOC1 (THF). The solvent is CC(=O)C (acetone). Conditions: time 8 hour. The product is CN(C1C2C(CC1C(C2)O)=O)C ((±)-7-Dimethylamino-5-hydroxy-bicyclo[2.2.1]heptan-2-one). Yield: 91.0%. Reaction SMILES: [CH3:1][NH:2][CH3:3].Br[CH:5]1[CH:11]([OH:12])[CH2:10][CH:9]2[CH:6]1[CH2:7][CH2:8]2.C1C[O:16]CC1>CC(C)=O>[CH3:1][N:2]([CH3:3])[CH:9]1[CH:10]2[CH:11]([OH:12])[CH2:5][CH:6]1[C:7](=[O:16])[CH2:8]2. Procedure details: A solution of dimethylamine (2.0 M, 24 ml, 48 mmol) in THF was added to a solution of 2-bromo-bicyclo[3.2.0]heptan-3-ol (4.00 g, 19.5 mmol) in acetone (40 ml) at 0° C. and the mixture allowed to warm to ambient temperature over 1 h and stirred at ambient temperature overnight. The orange solution was filtered and the filtrate was evaporated to dryness. Purification was achieved by column chromatography on silica gel using 5% MeOH in DCM to yield 3.01 g (91%) of the product as a tan powder. LC-MS... The reactants are C1(=CC=C(C=C1)S(=O)(=O)O)C (p-toluenesulfonic acid), C1(=CC=CC=C1)C(C#N)(C)C1=CC=CC=C1 (2,2-diphenylpropionitrile), [C-]#N.[K+] (KCN). Run in C1CCOC1 (THF), O (water). Conditions: temperature 40 celsius. The product is OC(C#N)C(C)(C1=CC=CC=C1)C1=CC=CC=C1 (2-hydroxy-3,3-diphenylbutyronitrile). Isolated yield 86.4%. RXN SMILES: [C:1]1([C:7]([C:11]2[CH:16]=[CH:15][CH:14]=[CH:13][CH:12]=2)([CH3:10])[C:8]#N)[CH:6]=[CH:5][CH:4]=[CH:3][CH:2]=1.C1(C)C=CC(S(O)(=O)=[O:24])=CC=1.[C-:28]#[N:29].[K+]>C1COCC1.O>[OH:24][CH:8]([C:7]([C:11]1[CH:16]=[CH:15][CH:14]=[CH:13][CH:12]=1)([C:1]1[CH:6]=[CH:5][CH:4]=[CH:3][CH:2]=1)[CH3:10])[C:28]#[N:29] |f:2.3|. Reported procedure: 42.3 g (0.201 mol of 2,2-diphenylpropionitrile [sic] were dissolved in 230 ml of THF, and 41.4 g (0.217 mol) of p-toluenesulfonic acid were added. Then 14.09 g (0.217 mol) of KCN in 60 ml of water were added dropwise. The mixture was then heated at 40° C. for 3 hours. The reaction mixture was concentrated to about 30% under reduced pressure, taken up in water and extracted three times with ethyl acetate. The combined organic phases were washed twice with sodium disulfite solution, dried with MgS... Reactants: CON=C1COC=2N=NC=CC21 (furo[2,3-c]pyridazin-5(6H)-one O-methyl oxime), ClC1=CC=C2C(=N1)OCC2=O (6-chlorofuro[2,3-b]pyridin-3(2H)-one). Product: CON=C1COC2=NC(=CC=C21)Cl (6-chlorofuro[2,3-b]pyridin-3(2H)-one O-methyl oxime). RXN SMILES: [CH3:1][O:2][N:3]=[C:4]1[C:12]2[CH:11]=[CH:10]N=[N:8][C:7]=2[O:6][CH2:5]1.[Cl:13][C:14]1N=C2OCC(=O)C2=CC=1>>[CH3:1][O:2][N:3]=[C:4]1[C:12]2[C:7](=[N:8][C:14]([Cl:13])=[CH:10][CH:11]=2)[O:6][CH2:5]1. Procedure details: This compound was prepared using a method analogous to that of furo[2,3-c]pyridazin-5(6H)-one O-methyl oxime (A.2.3.3), 6-chlorofuro[2,3-b]pyridin-3(2H)-one replacing furo[2,3-c]pyridazin-5(6H)-one; Reaction SMILES: [Br:1][c:2]1[cH:3][c:4]([Cl:19])[c:5]([C:6](=[O:7])[NH:8][CH2:9][CH:10]([O:11][CH2:15][CH3:16])[O:12][CH2:13][CH3:14])[cH:17][cH:18]1.[CH2:22]1[O:23][CH2:24][CH2:25][CH2:26]1.[ClH:20].[OH2:21]>>[Br:1][c:2]1[cH:3][c:4]([Cl:19])[c:5]([C:6](=[O:7])[NH:8][CH2:9][CH:10]=[O:11])[cH:17][cH:18]1. The reactants are CCOC(CNC(=O)c1ccc(Br)cc1Cl)OCC, C1CCOC1, Cl, O. Product: O=CCNC(=O)c1ccc(Br)cc1Cl. The reactants are O (H2O), ClC1=NC(=C2N=CNC2=N1)NC=1C=C2CCCC2=CC1 ((2-Chloro-9H-purin-6-yl)-indan-5-yl-amine), C1(CCCC1)Br (Cyclopentyl bromide), [H-].[Na+] (NaH). Run in CN(C)C=O (DMF). Reaction conditions: time 1 hour. Product: ClC1=NC(=C2N=CN(C2=N1)C1CCCC1)NC=1C=C2CCCC2=CC1 ((2-Chloro-9-cylopentyl-9H-purin-6-yl)-indan-5-yl-amine). The yield is 69.5%. As a reaction SMILES: [Cl:1][C:2]1[N:10]=[C:9]2[C:5]([N:6]=[CH:7][NH:8]2)=[C:4]([NH:11][C:12]2[CH:13]=[C:14]3[C:18](=[CH:19][CH:20]=2)[CH2:17][CH2:16][CH2:15]3)[N:3]=1.[H-].[Na+].[CH:23]1(Br)[CH2:27][CH2:26][CH2:25][CH2:24]1.O>CN(C=O)C>[Cl:1][C:2]1[N:10]=[C:9]2[C:5]([N:6]=[CH:7][N:8]2[CH:23]2[CH2:27][CH2:26][CH2:25][CH2:24]2)=[C:4]([NH:11][C:12]2[CH:13]=[C:14]3[C:18](=[CH:19][CH:20]=2)[CH2:17][CH2:16][CH2:15]3)[N:3]=1 |f:1.2|. Procedure details: (2-Chloro-9H-purin-6-yl)-indan-5-yl-amine (857 mg, 3 mmol) was dissolved in dry DMF (10 mL). NaH (94 mg, 3.9 mmol) was added in portions and the resulting mixture was stirred for 1 h. Cyclopentyl bromide (760 mg, 5.1 mmol) was then added and the reaction was stirred overnight at 80° C. under N2. After cooling, H2O (50 mL) was added and the mixture was extracted with CH2Cl2 (3×25 mL). The combined extracts were washed with brine (2×25 mL), dried over MgSO4, and evaporated. The residue was purifie... Reactants: C(C1=CC=CC=C1)OC=1C=CC(=C2C=CC(NC12)=O)[C@H](CCl)O ((R)-8-benzyloxy-5-(2-chloro-1-hydroxyethyl)carbostyril), C([O-])([O-])=O.[K+].[K+] (potassium carbonate). The solvent is CC(=O)C (acetone). Run at temperature 60 celsius, time 18 hour. The product is C(C1=CC=CC=C1)OC=1C=CC(=C2C=CC(NC12)=O)[C@H]1OC1 ((R)-8-Benzyloxy-5-oxiranylcarbostyril). Reaction SMILES: [CH2:1]([O:8][C:9]1[CH:10]=[CH:11][C:12]([C@@H:20]([OH:23])[CH2:21]Cl)=[C:13]2[C:18]=1[NH:17][C:16](=[O:19])[CH:15]=[CH:14]2)[C:2]1[CH:7]=[CH:6][CH:5]=[CH:4][CH:3]=1.C(=O)([O-])[O-].[K+].[K+]>CC(C)=O>[CH2:1]([O:8][C:9]1[CH:10]=[CH:11][C:12]([C@@H:20]2[CH2:21][O:23]2)=[C:13]2[C:18]=1[NH:17][C:16](=[O:19])[CH:15]=[CH:14]2)[C:2]1[CH:7]=[CH:6][CH:5]=[CH:4][CH:3]=1 |f:1.2.3|. Reported procedure: A suspension of (R)-8-benzyloxy-5-(2-chloro-1-hydroxyethyl)carbostyril (130 mg, 0.4 mMol) in acetone (10 ml) containing potassium carbonate (276 mg, 2 mMol) was stirred at 60° C. under an argon atmosphere for 18 hours. After cooling, the suspension was filtered and the filter pad was washed with acetone. The filtrates were combined and evaporated. Purification of the residue by chromatography on silica gel eluting with ethyl acetate gave the title compound as a pale yellow solid; m.p. 146°-150° ... Reactants: [Al+3], O=C(O)c1ccccc1, CCCCc1ccccc1, [Cl-], [Cl-], [Cl-], [Cl-], S=C=S. Product: CCCCc1ccc(C(=O)c2ccccc2)cc1. Reaction SMILES: [Al+3:12].[C:2]([c:3]1[cH:4][cH:5][cH:6][cH:7][cH:8]1)(=[O:9])[OH:10].[CH2:15]([CH2:16][CH2:17][CH3:18])[c:19]1[cH:20][cH:21][cH:22][cH:23][cH:24]1.[Cl-:11].[Cl-:13].[Cl-:14].[Cl-:1].[S:25]=[C:26]=[S:27]>>[C:2]([c:3]1[cH:4][cH:5][cH:6][cH:7][cH:8]1)(=[O:10])[c:22]1[cH:21][cH:20][c:19]([CH2:15][CH2:16][CH2:17][CH3:18])[cH:24][cH:23]1.